Dataset: the Open Reaction Database (ORD), a public repository of structured organic reaction records. Task: describe an organic reaction: reactants, conditions, products, and yield Starting materials: C(C=C)ON(S(=O)(=O)C1=C(C=CC=C1)[N+](=O)[O-])[C@@H]1C(=C[C@H](N(C1)C(=O)OC(C)(C)C)C(=O)O)C ((2S,5R)-5-(N-(allyloxy)-2-nitrophenylsulfonamido)-1-(tert-butoxycarbonyl)-4-methyl-1,2,5,6-tetrahydropyridine-2-carboxylic acid), C(C=C)ON(S(=O)(=O)C1=C(C=CC=C1)[N+](=O)[O-])[C@@H]1C(=C[C@H](N(C1)C(=O)OC(C)(C)C)CO)C(C)C ((2S,5R)-tert-butyl 5-(N-(allyloxy)-2-nitrophenylsulfonamido)-2-(hydroxymethyl)-4-isopropyl-5,6-dihydropyridine-1(2H)-carboxylate), C(C=C)ON(S(=O)(=O)C1=C(C=CC=C1)[N+](=O)[O-])[C@@H]1C(=C[C@H](N(C1)C(=O)OC(C)(C)C)CO)C(C)C ((2S,5R)-tert-butyl 5-(N-(allyloxy)-2-nitrophenylsulfonamido)-2-(hydroxymethyl)-4-isopropyl-5,6-dihydropyridine-1(2H)-carboxylate). Yields the product C(C=C)ON(S(=O)(=O)C1=C(C=CC=C1)[N+](=O)[O-])[C@@H]1C(=C[C@H](N(C1)C(=O)OC(C)(C)C)C(=O)O)C(C)C ((2S,5R)-5-(N-(allyloxy)-2-nitrophenylsulfonamido)-1-(tert-butoxycarbonyl)-4-isopropyl-1,2,5,6-tetrahydropyridine-2-carboxylic acid), foam. The yield is 87.0%. As a reaction SMILES: [CH2:1]([O:4][N:5]([C@H:18]1[CH2:23][N:22]([C:24]([O:26][C:27]([CH3:30])([CH3:29])[CH3:28])=[O:25])[C@H:21]([CH2:31][OH:32])[CH:20]=[C:19]1[CH:33]([CH3:35])[CH3:34])[S:6]([C:9]1[CH:14]=[CH:13][CH:12]=[CH:11][C:10]=1[N+:15]([O-:17])=[O:16])(=[O:8])=[O:7])[CH:2]=[CH2:3].C([O:39]N([C@H]1CN(C(OC(C)(C)C)=O)[C@H](C(O)=O)C=C1C)S(C1C=CC=CC=1[N+]([O-])=O)(=O)=O)C=C>>[CH2:1]([O:4][N:5]([C@H:18]1[CH2:23][N:22]([C:24]([O:26][C:27]([CH3:28])([CH3:29])[CH3:30])=[O:25])[C@H:21]([C:31]([OH:39])=[O:32])[CH:20]=[C:19]1[CH:33]([CH3:35])[CH3:34])[S:6]([C:9]1[CH:14]=[CH:13][CH:12]=[CH:11][C:10]=1[N+:15]([O-:17])=[O:16])(=[O:8])=[O:7])[CH:2]=[CH2:3]. Procedure: The title compound was prepared from (2S,5R)-tert-butyl 5-(N-(allyloxy)-2-nitrophenylsulfonamido)-2-(hydroxymethyl)-4-isopropyl-5,6-dihydropyridine-1(2H)-carboxylate (Intermediate 38, 0.727 g, 1.42 mmol) following the procedure described for Intermediate 19. The desired product was obtained as an off-white foam (0.65 g, 87%). Reactants: C1C(CCCC)O1 (1-hexene oxide), NCCCCCCN (hexamethylenediamine). Product: C(CCCCCNCC(CCCC)O)NCC(CCCC)O (N,N'-(1,6-hexylene)-bis[2-hydroxyhexylamine]). RXN SMILES: [CH2:1]1[O:7][CH:2]1[CH2:3][CH2:4][CH2:5][CH3:6].[NH2:8][CH2:9][CH2:10][CH2:11][CH2:12][CH2:13][CH2:14][NH2:15]>>[CH2:14]([NH:15][CH2:1][CH:2]([OH:7])[CH2:3][CH2:4][CH2:5][CH3:6])[CH2:13][CH2:12][CH2:11][CH2:10][CH2:9][NH:8][CH2:1][CH:2]([OH:7])[CH2:3][CH2:4][CH2:5][CH3:6]. Procedure: Condensation of 1-hexene oxide and hexamethylenediamine affords N,N'-(1,6-hexylene)-bis[2-hydroxyhexylamine] (I: R = CH3 (CH2)3, R' = H, X = (CH2)6, Z = H). Yields the product O=C1Nc2cccc(Br)c2C1=Cc1ccc[nH]1. As a reaction SMILES: [Br:1][c:2]1[c:3]2[c:7]([cH:8][cH:9][cH:10]1)[NH:6][C:5](=[O:11])[CH2:4]2.[CH2:20]1[CH2:21][CH2:22][NH:23][CH2:24][CH2:25]1.[CH3:26][CH:27]([OH:28])[CH3:29].[OH2:19].[nH:12]1[c:13]([CH:17]=[O:18])[cH:14][cH:15][cH:16]1>>[Br:1][c:2]1[c:3]2[c:7]([cH:8][cH:9][cH:10]1)[NH:6][C:5](=[O:11])[C:4]2=[CH:17][c:13]1[nH:12][cH:16][cH:15][cH:14]1. The reactants are O=C1Cc2c(Br)cccc2N1, C1CCNCC1, CC(C)O, O, O=Cc1ccc[nH]1. The reactants are CC(CCC1(C(=CCC2=CC=CC=C12)OC)C(=O)OC)(C)C (methyl 1-(3,3-dimethylbutyl)-2-methoxy-1,4-dihydronaphthalene-1-carboxylate), [Cr](=O)(=O)([O-])O[Cr](=O)(=O)[O-].[NH+]1=CC=CC=C1.[NH+]1=CC=CC=C1 (pyridinium dichromate), C(C)(C)(C)OO.O (t-BuOOH water). The solvent is C1=CC=CC=C1 (benzene). Product: CC(CCC1(C(=CC(C2=CC=CC=C12)=O)OC)C(=O)OC)(C)C (methyl 1-(3,3-dimethylbutyl)-2-methoxy-4-oxo-1,4-dihydronaphthalene-1-carboxylate). The yield is 68.3%. RXN SMILES: [CH3:1][C:2]([CH3:22])([CH3:21])[CH2:3][CH2:4][C:5]1([C:17]([O:19][CH3:20])=[O:18])[C:14]2[C:9](=[CH:10][CH:11]=[CH:12][CH:13]=2)[CH2:8][CH:7]=[C:6]1[O:15][CH3:16].[Cr](O[Cr]([O-])(=O)=O)([O-])(=O)=[O:24].[NH+]1C=CC=CC=1.[NH+]1C=CC=CC=1.C(OO)(C)(C)C.O>C1C=CC=CC=1>[CH3:1][C:2]([CH3:22])([CH3:21])[CH2:3][CH2:4][C:5]1([C:17]([O:19][CH3:20])=[O:18])[C:14]2[C:9](=[CH:10][CH:11]=[CH:12][CH:13]=2)[C:8](=[O:24])[CH:7]=[C:6]1[O:15][CH3:16] |f:1.2.3,4.5|. Procedure: A suspension of Example 8A (0.45g, 1.48 mmol), pyridinium dichromate (2.4 g, 5.92 mmol), celite (0.53 g), 70% t-BuOOH/water (0.82 mL, 5.92 mmol) in benzene (11 mL) was stirred at 25° C. for 2 h. The benzene layer was separated and the mixture was extracted with ethyl acetate. The combined organic layers were concentrated in vacuo. Column chromatography on silica (5%→15% ethyl acetate/hexane) afforded the title compound (0.32 g, 67%). 1H NMR (300 MHz, DMSO-d6) δ ppm 0.17-0.41 (m, 1H), 0.60-0.81 (... Reactants: [H][H] (hydrogen), OCC1(O)[C@H](O)[C@H](O)[C@H](O)CO1 (Psi), C(C)OC(=O)C#CC1(CN(C1)C(=O)OC(C)(C)C)O (tert-butyl 3-(2-(ethoxycarbonyl)ethynyl)-3-hydroxyazetidine-1-carboxylate). Reagents/catalysts: [Pd] (palladium on carbon). The solvent is C(C)O (ethanol). Product: C(C)OC(=O)CCC1(CN(C1)C(=O)OC(C)(C)C)O (tert-butyl 3-(2-(ethoxycarbonyl)ethyl)-3-hydroxyazetidine-1-carboxylate). Isolated yield 54.4%. RXN SMILES: [CH2:1]([O:3][C:4]([C:6]#[C:7][C:8]1([OH:19])[CH2:11][N:10]([C:12]([O:14][C:15]([CH3:18])([CH3:17])[CH3:16])=[O:13])[CH2:9]1)=[O:5])[CH3:2].[H][H].OCC1(OC[C@@H](O)[C@@H](O)[C@H]1O)O>[Pd].C(O)C>[CH2:1]([O:3][C:4]([CH2:6][CH2:7][C:8]1([OH:19])[CH2:9][N:10]([C:12]([O:14][C:15]([CH3:18])([CH3:17])[CH3:16])=[O:13])[CH2:11]1)=[O:5])[CH3:2]. Reported procedure: To palladium on carbon (10%, 75 mg) under a nitrogen atmosphere was added a solution of tert-butyl 3-(2-(ethoxycarbonyl)ethynyl)-3-hydroxyazetidine-1-carboxylate (0.20 g, 0.74 mmol) in ethanol (10 ml). The suspension was subjected to hydrogen (Parr hydrogenation apparatus) at 45 Psi for 3 hr. The reaction was filtered and concentrated to give an oil. The oil was purified by flash column chromatography eluting with 30 to 50% ethyl acetate/hexanes to give the title compound as a colorless oil 0.11... The reactants are ClC=1C(=CC(=C(C1)NC(OC(C)(C)C)=O)CC(C=1C=NC=CC1)=O)OC (tert-butyl [5-chloro-4-methoxy-2-(2-oxo-2-pyridin-3-ylethyl)phenyl]carbamate), FC(C(=O)O)(F)F (trifluoroacetic acid). Solvent: ClCCl (dichloromethane). Run at time 24 hour. Product: ClC1=C(C=C2C=C(NC2=C1)C=1C=NC=CC1)OC (6-Chloro-5-methoxy-2-pyridin-3-yl-1H-indole). The yield is 92.4%. Reaction SMILES: [Cl:1][C:2]1[C:3]([O:25][CH3:26])=[CH:4][C:5]([CH2:16][C:17](=O)[C:18]2[CH:19]=[N:20][CH:21]=[CH:22][CH:23]=2)=[C:6]([NH:8]C(=O)OC(C)(C)C)[CH:7]=1.FC(F)(F)C(O)=O>ClCCl>[Cl:1][C:2]1[CH:7]=[C:6]2[C:5]([CH:16]=[C:17]([C:18]3[CH:19]=[N:20][CH:21]=[CH:22][CH:23]=3)[NH:8]2)=[CH:4][C:3]=1[O:25][CH3:26]. Procedure details: To a solution of tert-butyl [5-chloro-4-methoxy-2-(2-oxo-2-pyridin-3-ylethyl)phenyl]carbamate (1.28 g) in dichloromethane (17 mL) was added trifluoroacetic acid (3.4 mL) under ice-cooling, and the mixture was stirred at room temperature for 24 hours. The reaction mixture was concentrated under reduced pressure. The residue was dissolved in ethyl acetate, and the resulting mixture was washed with a saturated aqueous sodium hydrogen carbonate solution and saturated brine successively. The organic ... The reactants are Clc1ncnc2c(Br)csc12, CC(C)N, CCO. The product is CC(C)Nc1ncnc2c(Br)csc12. RXN SMILES: [Br:1][c:2]1[cH:3][s:4][c:5]2[c:6]1[n:7][cH:8][n:9][c:10]2[Cl:11].[CH3:12][CH:13]([CH3:14])[NH2:15].[CH3:16][CH2:17][OH:18]>>[Br:1][c:2]1[cH:3][s:4][c:5]2[c:6]1[n:7][cH:8][n:9][c:10]2[NH:15][CH:13]([CH3:12])[CH3:14].